Dataset: the Open Reaction Database (ORD), a public repository of structured organic reaction records. Task: describe an organic reaction: reactants, conditions, products, and yield Reaction conditions: temperature 120 celsius, time 16 hour. Yields the product C(C)(C)(C)OC(NCCNC=1SC(=C(N1)N)C#N)=O (tert-Butyl{2-[(4-amino-5-cyano-1,3-thiazol-2-yl)amino]ethyl}carbamate). Solvent: C(C)(=O)OCC (ethyl acetate), CS(=O)C (DMSO). Starting materials: O (water), C(=O)(OC(C)(C)C)NCCN (N-Boc-ethylenediamine), CCN(C(C)C)C(C)C (DIEA), NC=1N=C(SC1C#N)S(=O)(=O)C (4-Amino-2-(methylsulfonyl)-1,3-thiazole-5-carbonitrile). Reaction SMILES: [NH2:1][C:2]1[N:3]=[C:4](S(C)(=O)=O)[S:5][C:6]=1[C:7]#[N:8].[C:13]([NH:20][CH2:21][CH2:22][NH2:23])([O:15][C:16]([CH3:19])([CH3:18])[CH3:17])=[O:14].CCN(C(C)C)C(C)C.O>CS(C)=O.C(OCC)(=O)C>[C:16]([O:15][C:13](=[O:14])[NH:20][CH2:21][CH2:22][NH:23][C:4]1[S:5][C:6]([C:7]#[N:8])=[C:2]([NH2:1])[N:3]=1)([CH3:19])([CH3:17])[CH3:18]. Procedure: 2.2 g (7.22 mmol) of 4-amino-2-(methylsulfonyl)-1,3-thiazole-5-carbonitrile (Example 14A) were dissolved in 24 ml of DMSO, and 1.74 g (10.84 mmol) of N-Boc-ethylenediamine and 933 mg (7.22 mmol) of DIEA were added. The mixture was stirred for 16 h at 120° C., and water and ethyl acetate were added once the reaction had ended. The aqueous phase was extracted three times with ethyl acetate. The combined organic phases were dried over magnesium sulfate and purified by silica gel chromatography. Thi... The reactants are BrCCCOC=1C=CC2=C(N=CS2)C1 (5-(3-bromopropoxy)benzo[d]thiazole), [Na+].[I-] (NaI), Cl.ClC1=C(C=CC=C1Cl)N1CCNCC1 (1-(2,3-dichlorophenyl)piperazine hydrochloride salt), C(=O)([O-])[O-].[K+].[K+] (K2CO3). The solvent is CC#N (CH3CN). Reaction conditions: time 8 hour. Product: ClC1=C(C=CC=C1Cl)N1CCN(CC1)CCCOC=1C=CC2=C(N=CS2)C1 (5-(3-(4-(2,3-dichlorophenyl)piperazin-1-yl)propoxy)benzo[d]thiazole). Yield: 61.9%. As a reaction SMILES: Br[CH2:2][CH2:3][CH2:4][O:5][C:6]1[CH:7]=[CH:8][C:9]2[S:13][CH:12]=[N:11][C:10]=2[CH:14]=1.[Na+].[I-].Cl.[Cl:18][C:19]1[C:24]([Cl:25])=[CH:23][CH:22]=[CH:21][C:20]=1[N:26]1[CH2:31][CH2:30][NH:29][CH2:28][CH2:27]1.C([O-])([O-])=O.[K+].[K+]>CC#N>[Cl:18][C:19]1[C:24]([Cl:25])=[CH:23][CH:22]=[CH:21][C:20]=1[N:26]1[CH2:31][CH2:30][N:29]([CH2:2][CH2:3][CH2:4][O:5][C:6]2[CH:7]=[CH:8][C:9]3[S:13][CH:12]=[N:11][C:10]=3[CH:14]=2)[CH2:28][CH2:27]1 |f:1.2,3.4,5.6.7|. Procedure: A mixture of intermediate 27 (218 mg, 0.8 mmol) and NaI (240 mg, 1.6 mmol) in CH3CN was heated to reflux for 30 min and then cooled to rt. Intermediate 41 (320 mg, 1.2 mmol) and anhydrous K2CO3 (442 mg, 3.2 mmol) were added to the mixture. The resulting mixture was heated to reflux and stirred overnight. Precipitated crystals were filtered off and the filtrate was evaporated under reduced pressure. The residue was extracted with EtOAc. The combined EtOAc layers were washed with brine, dried over... The reactants are ClC=1C=C(C=NC1Cl)S(=O)(=O)N (5,6-dichloropyridine-3-sulfonamide), C1(CC1)N1CCC(CC1)N (1-cyclopropylpiperidin-4-amine), C(C)(C)N(C(C)C)CC (N,N-diisopropylethylamine). Solvent: O1CCOCC1 (dioxane). The product is ClC=1C=C(C=NC1NC1CCN(CC1)C1CC1)S(=O)(=O)N (5-chloro-6-(1-cyclopropylpiperidin-4-ylamino)pyridine-3-sulfonamide). As a reaction SMILES: [Cl:1][C:2]1[CH:3]=[C:4]([S:9]([NH2:12])(=[O:11])=[O:10])[CH:5]=[N:6][C:7]=1Cl.[CH:13]1([N:16]2[CH2:21][CH2:20][CH:19]([NH2:22])[CH2:18][CH2:17]2)[CH2:15][CH2:14]1.C(N(CC)C(C)C)(C)C>O1CCOCC1>[Cl:1][C:2]1[CH:3]=[C:4]([S:9]([NH2:12])(=[O:11])=[O:10])[CH:5]=[N:6][C:7]=1[NH:22][CH:19]1[CH2:20][CH2:21][N:16]([CH:13]2[CH2:15][CH2:14]2)[CH2:17][CH2:18]1. Reported procedure: A mixture of EXAMPLE 387A (0.4 g), 1-cyclopropylpiperidin-4-amine (0.3 g) and N,N-diisopropylethylamine (0.37 mL) in dioxane (3 mL) was heated at 100° C. for 18 hours. The crude product was isolated by concentration and was purified on silica gel, which was eluted with ethyl acetate to give the title compound. Conditions: time 8 hour. Starting materials: N1C(=O)CCC2=CC=CC=C12 (3,4-dihydrocarbostyril), CO (methanol), N (ammonia). Procedure: 1-{1-[4-(1-Ethoxy-1-iminomethyl)benzoyl]-4piperidinyl{-3,4-dihydrocarbostyril (1 g) is dissolved in methanol (10 ml) and thereto is added aqueous ammonia (10 ml) and the mixture is stirred at room temperature overnight. The solvent is concentrated and water is added to the residue. The mixture is extracted with chloroform, dried with sodium carbonate, concentrated and then purified by silica gel column chromatography (solvent: chloroform: methanol=10:1) and recrystallized from ethanol/n-hexane t... The product is C(N)(=O)C1(CCNCC1)N1C(=O)CCC2=CC=CC=C12 (1-(4-carbamoyl-4-piperidinyl]-3,4-dihydrocarbostyril). As a reaction SMILES: [NH:1]1[C:11]2[C:6](=[CH:7][CH:8]=[CH:9][CH:10]=2)[CH2:5][CH2:4][C:2]1=[O:3].[NH3:12].[CH3:13][OH:14]>>[C:13]([C:5]1([N:1]2[C:11]3[C:6](=[CH:7][CH:8]=[CH:9][CH:10]=3)[CH2:5][CH2:4][C:2]2=[O:3])[CH2:6][CH2:11][NH:1][CH2:2][CH2:4]1)(=[O:14])[NH2:12]. The reactants are C(C=1C(N)=CC=CC1)(=O)O (anthranilic acid), C(C)(C)(C)C1=CC=C(C(=O)Cl)C=C1 (4-tert-butylbenzoyl chloride), N1=CC=CC=C1 (pyridine), Cl (hydrochloric acid). Conditions: time 12 hour. Product: C(C)(C)(C)C1=C(C=CC=C1)C1=NC2=C(C(O1)=O)C=CC=C2 (2-(-tert-Butylphenyl)-4H-3,1-benzoxazin-4-one). Yield: 22.0%. RXN SMILES: [C:1]([OH:10])(=[O:9])[C:2]1[C:3](=[CH:5][CH:6]=[CH:7][CH:8]=1)[NH2:4].[C:11]([C:15]1[CH:23]=[CH:22][C:18](C(Cl)=O)=[CH:17][CH:16]=1)([CH3:14])([CH3:13])[CH3:12].Cl.N1C=CC=C[CH:26]=1>>[C:11]([C:15]1[CH:16]=[CH:17][CH:18]=[CH:22][C:23]=1[C:26]1[O:9][C:1](=[O:10])[C:2]2[CH:8]=[CH:7][CH:6]=[CH:5][C:3]=2[N:4]=1)([CH3:12])([CH3:13])[CH3:14]. Reported procedure: To a stirred solution of anthranilic acid (34.3 g, 250 mmol) in pyridine (400 mL) was added 4-tert-butylbenzoyl chloride (94 mL, 500 mL) dropwise via an addition funnel. After stirring for 12 h, the solution was poured onto a slurry of ice and 2 N aqueous hydrochloric acid (100 mL). The mixture was extracted with dichloromethane and the organic extract was concentrated in vacuo. The residue was dissolved in fresh dichloromethane, washed once with 2 N aqueous hydrochloric acid, once with saturate... The reactants are CSC1=CC=CC=2\C(=N/C3=C(OC21)C=CC=C3)\C3=CC=C(C(=O)OC)C=C3 ((Z)-methyl 4-(4-(methylthio)dibenzo[b,f][1,4]oxazepin-11-yl)benzoate), I(=O)(=O)(=O)O (periodic acid). The reagents and catalysts are [Fe](Cl)(Cl)Cl (iron (III) chloride). Run in C(C)#N (acetonitrile). Reaction conditions: time 8 hour. Yields the product CS(=O)C1=CC=CC=2\C(=N/C3=C(OC21)C=CC=C3)\C3=CC=C(C(=O)OC)C=C3 ((Z)-methyl 4-(4-(methylsulfinyl)dibenzo[b,f][1,4]oxazepin-11-yl)benzoate). Isolated yield 57.6%. RXN SMILES: [CH3:1][S:2][C:3]1[C:13]2[O:12][C:11]3[CH:14]=[CH:15][CH:16]=[CH:17][C:10]=3[N:9]=[C:8]([C:18]3[CH:27]=[CH:26][C:21]([C:22]([O:24][CH3:25])=[O:23])=[CH:20][CH:19]=3)[C:7]=2[CH:6]=[CH:5][CH:4]=1.I(O)(=O)(=O)=[O:29]>C(#N)C.[Fe](Cl)(Cl)Cl>[CH3:1][S:2]([C:3]1[C:13]2[O:12][C:11]3[CH:14]=[CH:15][CH:16]=[CH:17][C:10]=3[N:9]=[C:8]([C:18]3[CH:19]=[CH:20][C:21]([C:22]([O:24][CH3:25])=[O:23])=[CH:26][CH:27]=3)[C:7]=2[CH:6]=[CH:5][CH:4]=1)=[O:29]. Procedure details: To a stirring suspension of compound 98 (100 mg, 0.266 mmol) and iron (III) chloride (1.296 mg, 7.99 μmol) in acetonitrile (2 mL) after 5 minutes was added periodic acid (66.8 mg, 0.293 mmol) in one portion. The reaction mixture was left to stir at room temperature overnight then quenched with saturated sodium thiosulfate solution and diluted with ethyl acetate. The organic layer was washed with water, brine, dried over MgSO4, filtered and solvent evaporated. Purification via ISCO (0-40% EtOAc/H...